Dataset: the Open Reaction Database (ORD), a public repository of structured organic reaction records. Task: describe an organic reaction: reactants, conditions, products, and yield The reactants are C[Si](C)(C)Cl, CC#N, OC(c1cccc(Cl)c1)c1cnc2c(Cl)cccc2c1, [I-], [Na+]. The product is Clc1cccc(Cc2cnc3c(Cl)cccc3c2)c1. As a reaction SMILES: [CH3:21][Si:22]([Cl:23])([CH3:24])[CH3:25].[CH3:28][C:29]#[N:30].[Cl:1][c:2]1[cH:3][c:4]([CH:8]([OH:9])[c:10]2[cH:11][n:12][c:13]3[c:14]([Cl:20])[cH:15][cH:16][cH:17][c:18]3[cH:19]2)[cH:5][cH:6][cH:7]1.[I-:27].[Na+:26]>>[Cl:1][c:2]1[cH:3][c:4]([CH2:8][c:10]2[cH:11][n:12][c:13]3[c:14]([Cl:20])[cH:15][cH:16][cH:17][c:18]3[cH:19]2)[cH:5][cH:6][cH:7]1. Reactants: ClC1=CC(=C(CN2N=C(C3=CC(=CC=C23)C=C2C(N=C(S2)SCC)=O)C#N)C=C1)C(F)(F)F (1-(4-Chloro-2-trifluoromethyl-benzyl)-5-(2-ethylsulfanyl-4-oxo-4H-thiazol-5-ylidenemethyl)-1H-indazole-3-carbonitrile), CN1CCNCC1 (1-Methyl-piperazine). Product: ClC1=CC(=C(CN2N=C(C3=CC(=CC=C23)C=C2C(N=C(S2)N2CCN(CC2)C)=O)C#N)C=C1)C(F)(F)F (1-[4-Chloro-2-(trifluoromethyl)benzyl]-5-{[2-(4-methylpiperazin-1-yl)-4-oxo-1,3-thiazol-5(4H)-ylidene]methyl}-1H-indazole-3-carbonitrile). RXN SMILES: [Cl:1][C:2]1[CH:29]=[CH:28][C:5]([CH2:6][N:7]2[C:15]3[C:10](=[CH:11][C:12]([CH:16]=[C:17]4[S:21][C:20](SCC)=[N:19][C:18]4=[O:25])=[CH:13][CH:14]=3)[C:9]([C:26]#[N:27])=[N:8]2)=[C:4]([C:30]([F:33])([F:32])[F:31])[CH:3]=1.[CH3:34][N:35]1[CH2:40][CH2:39][NH:38][CH2:37][CH2:36]1>>[Cl:1][C:2]1[CH:29]=[CH:28][C:5]([CH2:6][N:7]2[C:15]3[C:10](=[CH:11][C:12]([CH:16]=[C:17]4[S:21][C:20]([N:38]5[CH2:39][CH2:40][N:35]([CH3:34])[CH2:36][CH2:37]5)=[N:19][C:18]4=[O:25])=[CH:13][CH:14]=3)[C:9]([C:26]#[N:27])=[N:8]2)=[C:4]([C:30]([F:32])([F:33])[F:31])[CH:3]=1. Procedure details: 1-[4-Chloro-2-(trifluoromethyl)benzyl]-5-{[2-(4-methylpiperazin-1-yl)-4-oxo-1,3-thiazol-5(4H)-ylidene]methyl}-1H-indazole-3-carbonitrile was prepared from 1-(4-Chloro-2-trifluoromethyl-benzyl)-5-(2-ethylsulfanyl-4-oxo-4H-thiazol-5-ylidenemethyl)-1H-indazole-3-carbonitrile and 1-Methyl-piperazine following General Procedure C. Reactants: N (ammonia), ClC1=CC=C(C=C1)C=1N=NC(=CC1)Cl (3-(4-chlorophenyl)-6-chloropyridazine), [Na+].[I-] (NaI), Cl (HCl). The solvent is O (water), C(C)#N (ACN). Reaction conditions: temperature 80 celsius, time 4 hour. Yields the product ClC1=CC=C(C=C1)C=1N=NC(=CC1)I (3-(4-Chlorophenyl)-6-iodopyridazine). Reaction SMILES: [Cl:1][C:2]1[CH:7]=[CH:6][C:5]([C:8]2[N:9]=[N:10][C:11](Cl)=[CH:12][CH:13]=2)=[CH:4][CH:3]=1.[Na+].[I-:16].Cl.N>O.C(#N)C>[Cl:1][C:2]1[CH:7]=[CH:6][C:5]([C:8]2[N:9]=[N:10][C:11]([I:16])=[CH:12][CH:13]=2)=[CH:4][CH:3]=1 |f:1.2|. Procedure: 20 mL ACN are added to 0.50 g (1.11 mmol) 3-(4-chlorophenyl)-6-chloropyridazine and 3.33 g (22.2 mmol) NaI before 189 μl fuming conc. HCl are added and the mixture is stirred at 80° C. for 4 h. The mixture is alkalised with aq. ammonia solution (32%) diluted with water and extracted with EtOAc. The org. phases are combined, dried with Na2SO4 and the solvent is removed in vacuo. The resulting crude product is triturated with TBME. Reactants: CC(C)[O-], CC(C)[O-], CC(C)[O-], CC(C)[O-], CCO, O=CC1(c2ccc(OCCCN3CCCC3)cc2)CCOCC1, NC(=O)C1CCNCC1, [Ti+4]. Product: NC(=O)C1CCN(CC2(c3ccc(OCCCN4CCCC4)cc3)CCOCC2)CC1. As a reaction SMILES: [CH3:33][CH:34]([CH3:35])[O-:36].[CH3:38][CH:39]([CH3:40])[O-:41].[CH3:42][CH:43]([CH3:44])[O-:45].[CH3:46][CH:47]([CH3:48])[O-:49].[CH3:50][CH2:51][OH:52].[N:1]1([CH2:6][CH2:7][CH2:8][O:9][c:10]2[cH:11][cH:12][c:13]([C:16]3([CH:22]=[O:23])[CH2:17][CH2:18][O:19][CH2:20][CH2:21]3)[cH:14][cH:15]2)[CH2:2][CH2:3][CH2:4][CH2:5]1.[NH:24]1[CH2:25][CH2:26][CH:27]([C:28](=[O:29])[NH2:30])[CH2:31][CH2:32]1.[Ti+4:37]>>[N:1]1([CH2:6][CH2:7][CH2:8][O:9][c:10]2[cH:11][cH:12][c:13]([C:16]3([CH2:22][N:24]4[CH2:25][CH2:26][CH:27]([C:28](=[O:29])[NH2:30])[CH2:31][CH2:32]4)[CH2:17][CH2:18][O:19][CH2:20][CH2:21]3)[cH:14][cH:15]2)[CH2:2][CH2:3][CH2:4][CH2:5]1. Yield: 25.6%. Product: C(C)OC(NC1=NC=2C(=NC=C(C2)I)N1CC1=CC(=C(C=C1)OCC1=CC=C(C=C1)C(C(F)(F)F)(F)F)OC)=O (ethyl(6-iodo-3-(3-methoxy-4-((4-(perfluoroethyl)benzyl)oxy)benzyl)-3H-imidazo[4,5-b]pyridin-2-yl)carbamate). The solvent is O (water), O1CCCC1 (tetrahydrofuran). Procedure: To a stirred solution of ethyl(3-(4-hydroxy-3-methoxybenzyl)-6-iodo-3H-imidazo[4,5-b]pyridin-2-yl)carbamate (Example 3-36-1) (0.24 g, 0.52 mmol) in tetrahydrofuran (20 mL) was added 5M aqueous sodium hydroxide solution (0.2 mLs, 1.00 mmol). The resulting mixture was allowed to stir at room temperature. After 2 h, the mixture was concentrated, and the residue was dissolved in N,N-dimethylformamide (10 mL). The mixture was treated with 4-(perfluoroethyl)benzyl 4-methylbenzenesulfonate (0.40 g, 1.0... Conditions: time 2 hour. The reactants are C(C)OC(NC1=NC=2C(=NC=C(C2)I)N1CC1=CC(=C(C=C1)O)OC)=O (ethyl(3-(4-hydroxy-3-methoxybenzyl)-6-iodo-3H-imidazo[4,5-b]pyridin-2-yl)carbamate), [OH-].[Na+] (sodium hydroxide), CC1=CC=C(C=C1)S(=O)(=O)OCC1=CC=C(C=C1)C(C(F)(F)F)(F)F (4-(perfluoroethyl)benzyl 4-methylbenzenesulfonate). As a reaction SMILES: [CH2:1]([O:3][C:4](=[O:26])[NH:5][C:6]1[N:15]([CH2:16][C:17]2[CH:22]=[CH:21][C:20]([OH:23])=[C:19]([O:24][CH3:25])[CH:18]=2)[C:9]2=[N:10][CH:11]=[C:12]([I:14])[CH:13]=[C:8]2[N:7]=1)[CH3:2].[OH-].[Na+].CC1C=CC(S(O[CH2:40][C:41]2[CH:46]=[CH:45][C:44]([C:47]([F:53])([F:52])[C:48]([F:51])([F:50])[F:49])=[CH:43][CH:42]=2)(=O)=O)=CC=1>O1CCCC1.O>[CH2:1]([O:3][C:4](=[O:26])[NH:5][C:6]1[N:15]([CH2:16][C:17]2[CH:22]=[CH:21][C:20]([O:23][CH2:40][C:41]3[CH:42]=[CH:43][C:44]([C:47]([F:52])([F:53])[C:48]([F:49])([F:50])[F:51])=[CH:45][CH:46]=3)=[C:19]([O:24][CH3:25])[CH:18]=2)[C:9]2=[N:10][CH:11]=[C:12]([I:14])[CH:13]=[C:8]2[N:7]=1)[CH3:2] |f:1.2|. Reactants: N (ammonia), O=C1N(C2=CC=CC=C2C12C1=C(OC2)C=C2OCCC2=C1)CC=1C=C(C(=O)O)C=CC1 (3-[(2′-oxo-5,6-dihydrospiro[benzo[1,2-b:5,4-b′]difuran-3,3′-indol]-1′(2′H)-yl)methyl]benzoic acid), C1(CCCCC1)CN (cyclohexanemethylamine), O=C1N(C2=CC=CC=C2C12C1=C(OC2)C=C2OCCC2=C1)CC1=CC=C(C(=O)O)C=C1 (4-[(2′-oxo-5,6-dihydrospiro[benzo[1,2-b:5,4-b′]difuran-3,3′-indol]-1′(2′H)-yl)methyl]benzoic acid). The solvent is ClCCl (dichloromethane). The product is O=C1N(C2=CC=CC=C2C12C1=C(OC2)C=C2OCCC2=C1)CC1=CC=C(C(=O)N)C=C1 (4-[(2′-oxo-5,6-dihydrospiro[benzo[1,2-b:5,4-b′]difuran-3,3′-indol]-1′(2′H)-yl)methyl]benzamide). RXN SMILES: N.C1(C[NH2:9])CCCCC1.[O:10]=[C:11]1[C:19]2([CH2:23][O:22][C:21]3[CH:24]=[C:25]4[C:29](=[CH:30][C:20]2=3)[CH2:28][CH2:27][O:26]4)[C:18]2[C:13](=[CH:14][CH:15]=[CH:16][CH:17]=2)[N:12]1[CH2:31][C:32]1[CH:40]=[CH:39][C:35]([C:36]([OH:38])=O)=[CH:34][CH:33]=1.O=C1C2(COC3C=C4C(=CC2=3)CCO4)C2C(=CC=CC=2)N1CC1C=C(C=CC=1)C(O)=O>ClCCl>[O:10]=[C:11]1[C:19]2([CH2:23][O:22][C:21]3[CH:24]=[C:25]4[C:29](=[CH:30][C:20]2=3)[CH2:28][CH2:27][O:26]4)[C:18]2[C:13](=[CH:14][CH:15]=[CH:16][CH:17]=2)[N:12]1[CH2:31][C:32]1[CH:40]=[CH:39][C:35]([C:36]([NH2:9])=[O:38])=[CH:34][CH:33]=1. Reported procedure: Following the procedure as described in EXAMPLE 12 and making non-critical variations using ammonia in dry dichloromethane to replace cyclohexanemethylamine, and 4-[(2′-oxo-5,6-dihydrospiro[benzo[1,2-b:5,4-b′]difuran-3,3′-indol]-1′(2′H)-yl)methyl]benzoic acid to replace 3-[(2′-oxo-5,6-dihydrospiro[benzo[1,2-b:5,4-b′]difuran-3,3′-indol]-1′(2′H)-yl)methyl]benzoic acid, 4-[(2′-oxo-5,6-dihydrospiro[benzo[1,2-b:5,4-b′]difuran-3,3′-indol]-1′(2′H)-yl)methyl]benzamide was obtained (81%) as a colorless s... The reactants are BrC=1C=C(C(=C(C1)N(C1CCN(CC1)C(=O)OC(C)(C)C)C)C)C(NCC=1C(NC(=CC1C)C)=O)=O (tert-butyl 4-((5-bromo-3-(((4,6-dimethyl-2-oxo-1,2-dihydropyridin-3-yl)methyl)carbamoyl)-2-methylphenyl)(methyl)amino)piperidin-1-carboxylate), CN1N=CC(=C1)B1OC(C(O1)(C)C)(C)C (1-methyl-4-(4,4,5,5-tetramethyl-1,3,2-dioxaborolan-2-yl)-1H-pyrazole), C(=O)([O-])[O-].[Na+].[Na+] (Na2CO3). Reagents/catalysts: C=1C=CC(=CC1)[P](C=2C=CC=CC2)(C=3C=CC=CC3)[Pd]([P](C=4C=CC=CC4)(C=5C=CC=CC5)C=6C=CC=CC6)([P](C=7C=CC=CC7)(C=8C=CC=CC8)C=9C=CC=CC9)[P](C=1C=CC=CC1)(C=1C=CC=CC1)C=1C=CC=CC1 (Pd(PPh3)4). The solvent is O1CCOCC1.O (dioxane water). Run at temperature 100 celsius. The product is CC1=C(C(NC(=C1)C)=O)CNC(=O)C=1C(=C(C=C(C1)C=1C=NN(C1)C)N(C1CCN(CC1)C(=O)OC(C)(C)C)C)C (tert-butyl 4-((3-(((4,6-dimethyl-2-oxo-1,2-dihydropyridin-3-yl)methyl)carbamoyl)-2-methyl-5-(1-methyl-1H-pyrazol-4-yl)phenyl)(methyl)amino)piperidine-1-carboxylate). RXN SMILES: Br[C:2]1[CH:3]=[C:4]([C:24](=[O:36])[NH:25][CH2:26][C:27]2[C:28](=[O:35])[NH:29][C:30]([CH3:34])=[CH:31][C:32]=2[CH3:33])[C:5]([CH3:23])=[C:6]([N:8]([CH3:22])[CH:9]2[CH2:14][CH2:13][N:12]([C:15]([O:17][C:18]([CH3:21])([CH3:20])[CH3:19])=[O:16])[CH2:11][CH2:10]2)[CH:7]=1.[CH3:37][N:38]1[CH:42]=[C:41](B2OC(C)(C)C(C)(C)O2)[CH:40]=[N:39]1.C([O-])([O-])=O.[Na+].[Na+]>O1CCOCC1.O.C1C=CC([P]([Pd]([P](C2C=CC=CC=2)(C2C=CC=CC=2)C2C=CC=CC=2)([P](C2C=CC=CC=2)(C2C=CC=CC=2)C2C=CC=CC=2)[P](C2C=CC=CC=2)(C2C=CC=CC=2)C2C=CC=CC=2)(C2C=CC=CC=2)C2C=CC=CC=2)=CC=1>[CH3:33][C:32]1[CH:31]=[C:30]([CH3:34])[NH:29][C:28](=[O:35])[C:27]=1[CH2:26][NH:25][C:24]([C:4]1[C:5]([CH3:23])=[C:6]([N:8]([CH3:22])[CH:9]2[CH2:10][CH2:11][N:12]([C:15]([O:17][C:18]([CH3:21])([CH3:19])[CH3:20])=[O:16])[CH2:13][CH2:14]2)[CH:7]=[C:2]([C:41]2[CH:40]=[N:39][N:38]([CH3:37])[CH:42]=2)[CH:3]=1)=[O:36] |f:2.3.4,5.6,^1:68,70,89,108|. Procedure: To a stirred solution of tert-butyl 4-((5-bromo-3-(((4,6-dimethyl-2-oxo-1,2-dihydropyridin-3-yl)methyl)carbamoyl)-2-methylphenyl)(methyl)amino)piperidin-1-carboxylate (1 equiv.) and 1-methyl-4-(4,4,5,5-tetramethyl-1,3,2-dioxaborolan-2-yl)-1H-pyrazole (1.2 equiv.) in dioxane/water mixture (5 mL+1 mL), Na2CO3 (3.6 equiv.) was added and solution purged with, argon for 15 min. Then Pd(PPh3)4 (0.1 equiv.) was added and argon was purged again for 10 min. The reaction was heated at 100° C. for 5 h. Aft...